This data is from the Open Reaction Database (ORD), a public repository of structured organic reaction records. The task is: describe an organic reaction: reactants, conditions, products, and yield Reactants: Brc1ccccc1Br, C1CCOC1, CCCCCC, [Li]CCCC, C[SiH](C)Cl. Product: C[SiH](C)c1ccccc1Br. Reaction SMILES: [Br:1][c:2]1[c:3]([Br:8])[cH:4][cH:5][cH:6][cH:7]1.[CH2:18]1[O:19][CH2:20][CH2:21][CH2:22]1.[CH3:23][CH2:24][CH2:25][CH2:26][CH2:27][CH3:28].[CH3:9][CH2:10][CH2:11][CH2:12][Li:13].[Cl:14][SiH:15]([CH3:16])[CH3:17]>>[Br:1][c:2]1[c:3]([SiH:15]([CH3:16])[CH3:17])[cH:4][cH:5][cH:6][cH:7]1. Reactants: ClCl (chlorine), C(=O)NC=1SC=C(N1)C(C(=O)O)=NOCC#C (2-(2-formamidothiazol-4-yl)-2-(propargyloxyimino)acetic acid), aqueous solution, Cl (hydrochloric acid), resultant solution, C([O-])(O)=O.[Na+] (sodium bicarbonate), [OH-].[Na+] (sodium hydroxide). The solvent is C(C)(=O)O (acetic acid), C(Cl)(Cl)Cl (chloroform). Reaction conditions: time 30 minute. Yields the product C(=O)NC=1SC(=C(N1)C(C(=O)O)=NOCC#C)Cl (2-(2-formamido-5-chlorothiazol-4-yl)-2-propargyloxyiminoacetic acid). Yield: 52.5%. Reaction SMILES: [Cl:1]Cl.[CH:3]([NH:5][C:6]1[S:7][CH:8]=[C:9]([C:11](=[N:15][O:16][CH2:17][C:18]#[CH:19])[C:12]([OH:14])=[O:13])[N:10]=1)=[O:4].C(=O)(O)[O-].[Na+].[OH-].[Na+].Cl>C(O)(=O)C.C(Cl)(Cl)Cl>[CH:3]([NH:5][C:6]1[S:7][C:8]([Cl:1])=[C:9]([C:11](=[N:15][O:16][CH2:17][C:18]#[CH:19])[C:12]([OH:14])=[O:13])[N:10]=1)=[O:4] |f:2.3,4.5|. Procedure details: A solution of chlorine (3.2 g) in acetic acid (44 ml) was dropwise added to a solution of 2-(2-formamidothiazol-4-yl)-2-(propargyloxyimino)acetic acid (syn isomer) (10 g) in chloroform (250 ml) at 0° C., and the mixture was stirred for 30 minutes at same temperature. The resultant solution was added to a saturated aqueous solution of sodium bicarbonate and adjusted to pH 7.5 with 10% aqueous solution of sodium hydroxide. The separated aqueous layer was adjusted to pH 2.0 with conc. hydrochloric ... Conditions: time 2 hour. Starting materials: C(C)(C)(C)OC(=O)N1CCN(CC1)C=1C=NC(=CC1)NC=1N=CC2=C(N1)N(C(C(=C2)C)=O)C2CCCC2 (4-[6-(8-Cyclopentyl-6-methyl-7-oxo-7,8-dihydro-pyrido[2,3-d]pyrimidin-2-ylamino)-pyridin-3-yl]-piperazine-1-carboxylic acid tert-butyl ester), CO.C(Cl)(Cl)Cl (methanol chloroform). Product: Cl.C1(CCCC1)N1C(C(=CC2=C1N=C(N=C2)NC2=NC=C(C=C2)N2CCNCC2)C)=O (8-cyclopentyl-6-methyl-2-(5-piperazin-1-yl-pyridin-2-ylamino)-8H-pyrido[2,3-d]pyrimidin-7-one hydrochloride). Procedure details: 4-[6-(8-Cyclopentyl-6-methyl-7-oxo-7,8-dihydro-pyrido[2,3-d]pyrimidin-2-ylamino)-pyridin-3-yl]-piperazine-1-carboxylic acid tert-butyl ester (0.411 g, 0.813 mmol), prepared as in Example 19, was dissolved in a 1:1 mixture of methanol/chloroform, purged with anhydrous hydrogen chloride gas, stirred for 2 hours at room temperature and a solid precipitated by addition of diethyl ether. The suspension was filtered and the residue dried in vacuo yielding 8-cyclopentyl-6-methyl-2-(5-piperazin-1-yl-pyr... RXN SMILES: C(OC([N:8]1[CH2:13][CH2:12][N:11]([C:14]2[CH:15]=[N:16][C:17]([NH:20][C:21]3[N:22]=[CH:23][C:24]4[CH:30]=[C:29]([CH3:31])[C:28](=[O:32])[N:27]([CH:33]5[CH2:37][CH2:36][CH2:35][CH2:34]5)[C:25]=4[N:26]=3)=[CH:18][CH:19]=2)[CH2:10][CH2:9]1)=O)(C)(C)C.CO.C(Cl)(Cl)[Cl:41]>>[ClH:41].[CH:33]1([N:27]2[C:25]3[N:26]=[C:21]([NH:20][C:17]4[CH:18]=[CH:19][C:14]([N:11]5[CH2:10][CH2:9][NH:8][CH2:13][CH2:12]5)=[CH:15][N:16]=4)[N:22]=[CH:23][C:24]=3[CH:30]=[C:29]([CH3:31])[C:28]2=[O:32])[CH2:37][CH2:36][CH2:35][CH2:34]1 |f:1.2,3.4|.